The task is: describe an organic reaction: reactants, conditions, products, and yield. This data is from the Open Reaction Database (ORD), a public repository of structured organic reaction records. Starting materials: O1[C@H](C1)CN1C(C2=CC=CC=C2C1=O)=O (2-[(2S)-2-oxiranylmethyl]-1H-isoindole-1,3(2H)-dione), NC1=CC=C(C=C1)N1C(COCC1)=O (4-(4-aminophenyl)-3-morpholinone), O1[C@H](C1)CN1C(C2=CC=CC=C2C1=O)=O (2-[(2S)-2-oxiranylmethyl]-1H-isoindole-1,3(2H)-dione). Run in C(C)O.O (ethanol water), C(C)O.O (ethanol water). Product: O[C@@H](CN1C(C2=CC=CC=C2C1=O)=O)CNC1=CC=C(C=C1)N1C(COCC1)=O (2-((2R)-2-Hydroxy-3-{[4-(3-oxo-4-morpholinyl)phenyl]amino}propyl)-1H-isoindole-1,3(2H)-dione). Reaction SMILES: [O:1]1[CH2:3][C@@H:2]1[CH2:4][N:5]1[C:13](=[O:14])[C:12]2[C:7](=[CH:8][CH:9]=[CH:10][CH:11]=2)[C:6]1=[O:15].[NH2:16][C:17]1[CH:22]=[CH:21][C:20]([N:23]2[CH2:28][CH2:27][O:26][CH2:25][C:24]2=[O:29])=[CH:19][CH:18]=1>C(O)C.O>[OH:1][C@H:2]([CH2:3][NH:16][C:17]1[CH:18]=[CH:19][C:20]([N:23]2[CH2:28][CH2:27][O:26][CH2:25][C:24]2=[O:29])=[CH:21][CH:22]=1)[CH2:4][N:5]1[C:13](=[O:14])[C:12]2[C:7](=[CH:8][CH:9]=[CH:10][CH:11]=2)[C:6]1=[O:15] |f:2.3|. Procedure details: A suspension of 2-[(2S)-2-oxiranylmethyl]-1H-isoindole-1,3(2H)-dione (A. Gutcait et al. Tetrahedron Asym. 1996, 7, 1641) (5.68 g, 27.9 mmol) and 4-(4-aminophenyl)-3-morpholinone (5.37 g, 27.9 mmol) in ethanol/water (9:1, 140 ml) is refluxed for 14 h (the precipitate dissolves, after some time again formation of a precipitate). The precipitate (desired product) is filtered off, washed three times with diethyl ether and dried. The combined mother liquors are concentrated under reduced pressure and... The reactants are CC1=C(SC2=C1C=CC=C2)S(=O)(=O)O (3-methylbenzothiophene-2-sulfonic acid), O=P(Cl)(Cl)Cl (POCl3). The solvent is C(Cl)Cl (CH2Cl2), C(Cl)Cl (CH2Cl2). Run at temperature 70 celsius, time 1 hour. Product: CC1=C(SC2=C1C=CC=C2)S(=O)(=O)Cl (3-Methylbenzothiophene-2-sulfonyl chloride). The yield is 115.5%. As a reaction SMILES: [CH3:1][C:2]1[C:6]2[CH:7]=[CH:8][CH:9]=[CH:10][C:5]=2[S:4][C:3]=1[S:11]([OH:14])(=O)=[O:12].O=P(Cl)(Cl)[Cl:17]>C(Cl)Cl>[CH3:1][C:2]1[C:6]2[CH:7]=[CH:8][CH:9]=[CH:10][C:5]=2[S:4][C:3]=1[S:11]([Cl:17])(=[O:14])=[O:12]. Reported procedure: The 3-methylbenzothiophene-2-sulfonic acid (45 mg, 0.20 mmol) was mixed with POCl3 (2 mL, 20 mmol) and CH2Cl2 (2 mL) and heated at 70° C. for 6 h. The reaction mixture was diluted with CH2Cl2 before the reaction was quenched with ice and stirred at room temperature for 1 h. The organic phase was separated. Evaporation of the solvents afforded 57 mg the title compound (91%). Reactants: C(C)(C)(C)OC(N(C)CCOC1=NC(=NC(=C1)Cl)N1CCOCC1)=O ([2-(6-chloro-2-morpholin-4-yl-pyrimidin-4-yloxy)-ethyl]-methyl-carbamic acid tert-butyl ester), NN (hydrazine). Run in O1CCOCC1 (dioxane). The product is C(C)(C)(C)OC(N(C)CCOC1=NC(=NC(=C1)NN)N1CCOCC1)=O ([2-(6-hydrazino-2-morpholin-4-yl-pyrimidin-4-yloxy)-ethyl]-methyl-carbamic acid tert-butyl ester). As a reaction SMILES: [C:1]([O:5][C:6](=[O:25])[N:7]([CH2:9][CH2:10][O:11][C:12]1[CH:17]=[C:16](Cl)[N:15]=[C:14]([N:19]2[CH2:24][CH2:23][O:22][CH2:21][CH2:20]2)[N:13]=1)[CH3:8])([CH3:4])([CH3:3])[CH3:2].[NH2:26][NH2:27]>O1CCOCC1>[C:1]([O:5][C:6](=[O:25])[N:7]([CH2:9][CH2:10][O:11][C:12]1[CH:17]=[C:16]([NH:26][NH2:27])[N:15]=[C:14]([N:19]2[CH2:24][CH2:23][O:22][CH2:21][CH2:20]2)[N:13]=1)[CH3:8])([CH3:4])([CH3:3])[CH3:2]. Procedure details: [2-(6-chloro-2-morpholin-4-yl-pyrimidin-4-yloxy)-ethyl]-methyl-carbamic acid tert-butyl ester (5.6 g) was dissolved in dioxane (100 mL) and hydrazine (6 mL) was added. The solution was heated to reflux for one hour, at which point the solvent was evaporated. The solid was dissolved in dichloromethane (200 mL) and washed with 10% sodium carbonate (10 mL). The organic layer was dried over magnesium sulfate and evaporated to give [2-(6-hydrazino-2-morpholin-4-yl-pyrimidin-4-yloxy)-ethyl]-methyl-car... The reactants are COCOC1=C(C=CC(=C1)OCOC)C1(CCC2(OCCO2)CC1)O (8-[2,4-Bis(methoxymethoxy)phenyl]-1,4-dioxaspiro[4.5]decan-8-ol), C12(C(=O)CC(CC1)C2(C)C)CS(=O)(=O)O (camphor sulphonic acid), C([O-])(O)=O.[Na+] (sodium bicarbonate). Run in C1(=CC=CC=C1)C (Toluene). Yields the product COCOC1=C(C=CC(=C1)OCOC)C1=CCC2(OCCO2)CC1 (8-[2,4-Bis(methoxymethoxy)phenyl]-1,4-dioxaspiro[4.5]dec-7-ene). The yield is 70.7%. Reaction SMILES: [CH3:1][O:2][CH2:3][O:4][C:5]1[CH:10]=[C:9]([O:11][CH2:12][O:13][CH3:14])[CH:8]=[CH:7][C:6]=1[C:15]1(O)[CH2:24][CH2:23][C:18]2([O:22][CH2:21][CH2:20][O:19]2)[CH2:17][CH2:16]1.C12(CS(O)(=O)=O)C(C)(C)C(CC1)CC2=O.C(=O)(O)[O-].[Na+]>C1(C)C=CC=CC=1>[CH3:1][O:2][CH2:3][O:4][C:5]1[CH:10]=[C:9]([O:11][CH2:12][O:13][CH3:14])[CH:8]=[CH:7][C:6]=1[C:15]1[CH2:24][CH2:23][C:18]2([O:19][CH2:20][CH2:21][O:22]2)[CH2:17][CH:16]=1 |f:2.3|. Reported procedure: 8-[2,4-Bis(methoxymethoxy)phenyl]-1,4-dioxaspiro[4.5]decan-8-ol (1.40 g, 3.95 mmol) was placed in a 50 ml round bottomed flask equipped with magnetic stirrer and Dean-Stark apparatus. Toluene (30 ml) was added, followed by camphor sulphonic acid (10 mg). The stirred solution was then heated under reflux for 1 hr, cooled and saturated aqueous sodium bicarbonate solution (10 ml) added. The mixture was poured into a separating funnel and the phases separated. The aqueous phase was extracted with et... Reactants: C1(=CC=CC=C1)C=1OC2=C(C1C(C)=O)C=CC=C2 (2-phenyl-3- acetylbenzofuran), C=O (paraformaldehyde), Cl.N1CCOCC1 (morpholine hydrochloride). The solvent is C(C)(C)O (isopropanol). Yields the product C1(=CC=CC=C1)C=1OC2=C(C1C(CCN1CCOCC1)=O)C=CC=C2 (2-Phenyl-3-(3-morpholinopropionyl)benzofuran). RXN SMILES: [C:1]1([C:7]2[O:8][C:9]3[CH:18]=[CH:17][CH:16]=[CH:15][C:10]=3[C:11]=2[C:12](=[O:14])[CH3:13])[CH:6]=[CH:5][CH:4]=[CH:3][CH:2]=1.[CH2:19]=O.Cl.[NH:22]1[CH2:27][CH2:26][O:25][CH2:24][CH2:23]1>C(O)(C)C>[C:1]1([C:7]2[O:8][C:9]3[CH:18]=[CH:17][CH:16]=[CH:15][C:10]=3[C:11]=2[C:12](=[O:14])[CH2:13][CH2:19][N:22]2[CH2:27][CH2:26][O:25][CH2:24][CH2:23]2)[CH:2]=[CH:3][CH:4]=[CH:5][CH:6]=1 |f:2.3|. Procedure: A mixture of 23.6 grams of 2-phenyl-3- acetylbenzofuran, 70 milliliters of isopropanol, 4.2 grams of paraformaldehyde, and 17.3 grams of morpholine hydrochloride were heated under reflux at the boiling point for 12 hours, after which the solvent was evaporated therefrom under vacuum and the residue was triturated with dilute hydrochloric acid and the hydrochloride of the compound named in the heading of this example, which separated in the form of crystals therefrom, was separated from the mixtu... Reactants: C1C(CC2C=CC3=CC(=CC4=CC=C1C2=C34)C(=O)O)C(=O)O (tetrahydropyrene-2,7-dicarboxylic acid), Zn(NO3)2·4H2O, Teflon. The reagents and catalysts are O.O.O.O.[N+](=O)([O-])[O-].[Zn+2].[N+](=O)([O-])[O-] (zinc nitrate tetrahydrate). Reaction conditions: temperature 105 celsius. The product is C1CC2=CC(=CC3=C2C4=C(CC3)C=C(C=C41)C(=O)O)C(=O)O (IRMOF-11). Reaction SMILES: [CH2:1]1[C:14]2[C:15]3=[C:16]4[C:11](=[CH:12][CH:13]=2)[CH:10]=[C:9]([C:17]([OH:19])=[O:18])[CH:8]=[C:7]4[CH:6]=[CH:5][CH:4]3[CH2:3][CH:2]1[C:20]([OH:22])=[O:21]>O.O.O.O.[N+]([O-])([O-])=O.[Zn+2].[N+]([O-])([O-])=O>[CH2:12]1[C:11]2[C:16]3=[C:7]([CH:8]=[C:9]([C:17]([OH:19])=[O:18])[CH:10]=2)[CH2:6][CH2:5][C:4]2=[C:15]3[C:14](=[CH:1][C:2]([C:20]([OH:22])=[O:21])=[CH:3]2)[CH2:13]1 |f:1.2.3.4.5.6.7|. Procedure details: Exact amounts of tetrahydropyrene-2,7-dicarboxylic acid, (4,4′-HPDCH2) (0.015 g, 0.05 mmol), and zinc nitrate tetrahydrate, Zn(NO3)2·4H2O, (0.052 g, 0.20 mmol), were dissolved in 10 ml DEF and and placed in a Parr Teflon-lined stainless steel vessel (23 mL). The vessel was sealed and heated at a constant rate (2° C./min) to 105° C. for 20 h and then cooled to room temperature at a rate of 1° C./min. The resultant sample (76%) was filtered and washed with DEF (3×5 mL) yielding IRMOF-11.